This data is from the Open Reaction Database (ORD), a public repository of structured organic reaction records. The task is: describe an organic reaction: reactants, conditions, products, and yield Reactants: CC(C)(C)[O-], Cc1cc(C)c(O)c(C)c1, [Cl-], Cc1cc(Cl)c(C)c(Cl)n1, [Cu]I, [K+], [NH4+], c1ccncc1. Product: Cc1cc(C)c(Oc2nc(C)cc(Cl)c2C)c(C)c1. RXN SMILES: [CH3:11][C:12]([CH3:13])([O-:14])[CH3:15].[CH3:1][c:2]1[c:3]([OH:10])[c:4]([CH3:9])[cH:5][c:6]([CH3:8])[cH:7]1.[Cl-:27].[Cl:17][c:18]1[n:19][c:20]([CH3:26])[cH:21][c:22]([Cl:25])[c:23]1[CH3:24].[Cu:29][I:30].[K+:16].[NH4+:28].[cH:31]1[cH:32][cH:33][n:34][cH:35][cH:36]1>>[CH3:1][c:2]1[c:3]([O:10][c:18]2[n:19][c:20]([CH3:26])[cH:21][c:22]([Cl:25])[c:23]2[CH3:24])[c:4]([CH3:9])[cH:5][c:6]([CH3:8])[cH:7]1.